Dataset: the Open Reaction Database (ORD), a public repository of structured organic reaction records. Task: describe an organic reaction: reactants, conditions, products, and yield Reactants: ClC=1C(=C2C=NN(C2=CC1)COCC[Si](C)(C)C)[N+](=O)[O-] (5-chloro-4-nitro-1-((2-(trimethylsilyl)ethoxy)methyl)-1H-indazole), COC(CC1=CC(=C(C=C1)O)OC)=O (methyl-3-methoxy-4-hydroxyphenylacetate), [Na] (sodium), solution. Solvent: C1CCOC1 (THF), C1CCOC1 (THF), C1CCOC1 (THF). Yields the product COC=1C=C(C=CC1OC=1C(=C2C=NN(C2=CC1)COCC[Si](C)(C)C)[N+](=O)[O-])CC(=O)OC (Methyl 2-(3-methoxy-4-(4-nitro-1-((2-(trimethylsilyl)ethoxy)methyl)-1H-indazol-5-yloxy)phenyl)acetate). RXN SMILES: [CH3:1][O:2][C:3](=[O:14])[CH2:4][C:5]1[CH:10]=[CH:9][C:8]([OH:11])=[C:7]([O:12][CH3:13])[CH:6]=1.[Na].Cl[C:17]1[C:18]([N+:34]([O-:36])=[O:35])=[C:19]2[C:23](=[CH:24][CH:25]=1)[N:22]([CH2:26][O:27][CH2:28][CH2:29][Si:30]([CH3:33])([CH3:32])[CH3:31])[N:21]=[CH:20]2>C1COCC1>[CH3:13][O:12][C:7]1[CH:6]=[C:5]([CH2:4][C:3]([O:2][CH3:1])=[O:14])[CH:10]=[CH:9][C:8]=1[O:11][C:17]1[C:18]([N+:34]([O-:36])=[O:35])=[C:19]2[C:23](=[CH:24][CH:25]=1)[N:22]([CH2:26][O:27][CH2:28][CH2:29][Si:30]([CH3:32])([CH3:33])[CH3:31])[N:21]=[CH:20]2 |^1:14|. Reported procedure: To methyl-3-methoxy-4-hydroxyphenylacetate (0.062 g, 0.32 mmol) in dry THF (5 mL) under nitrogen was added sodium hexamethyldisylazide (1M solution in THF) (312 μl, 0.31 mmol). After 10 min. stirring at room temperature 5-chloro-4-nitro-1-((2-(trimethylsilyl)ethoxy)methyl)-1H-indazole (93 mg, 0.28 mmol) in 5 mL of THF was added. The resulting mixture was stirred at reflux for 5 days. After that time the mixture was quenched with water and extracted with ethyl acetate (3×25 mL). The combined orga... Starting materials: C(C)(C)(C)OC(NCC1N(C(N(C1=O)C1=C(C(=C(C=C1)C#N)Cl)C)=O)C)=O ([1-(3-Chloro-4-cyano-2-methylphenyl)-3-methyl-2,5-dioxoimidazolidin-4-ylmethyl]carbamic Acid tert-butyl Ester). Run in C(Cl)Cl (CH2Cl2), C(=O)(C(F)(F)F)O (TFA). Yields the product NCC1N(C(N(C1=O)C1=C(C(=C(C#N)C=C1)Cl)C)=O)C (4-(4-Aminomethyl-3-methyl-2,5-dioxoimidazolidin-1-yl)-2-chloro-3-methylbenzonitrile). The yield is 180.1%. RXN SMILES: C(OC(=O)[NH:7][CH2:8][CH:9]1[C:13](=[O:14])[N:12]([C:15]2[CH:20]=[CH:19][C:18]([C:21]#[N:22])=[C:17]([Cl:23])[C:16]=2[CH3:24])[C:11](=[O:25])[N:10]1[CH3:26])(C)(C)C>C(Cl)Cl.C(O)(C(F)(F)F)=O>[NH2:7][CH2:8][CH:9]1[C:13](=[O:14])[N:12]([C:15]2[CH:20]=[CH:19][C:18]([C:21]#[N:22])=[C:17]([Cl:23])[C:16]=2[CH3:24])[C:11](=[O:25])[N:10]1[CH3:26]. Reported procedure: A solution of the N-Boc-protected amine 13B (260 mg, 0.662 mmol) in CH2Cl2 (3 mL) and TFA (3 mL) was stirred at rt for 1.5 h. The solution was then concentrated under reduced pressure to afford the title compound (349 mg) as a brown foam as the TFA salt. 1H NMR (CD3OD) δ 2.32, 2.33 (s, 3H), 3.07, 3.09 (s, 3H), 3.49-3.64 (m, 2H), 4.50-4.52 (m, 1H), 4.63-4.65 (m, 1H), 7.46 (d, J=8.3 Hz, 1H), 7.79, 7.80 (d, J=8.23 Hz, 1H); HPLC a) column: Phenominex ODS C18 4.6×50 mm, 4 min gradient, 10% MeOH/90% H... The reactants are CC1=CC=C2SC=3C=CC=C(C3C(C2=C1)=O)C(=O)O (7-methyl-9-oxo-9H-thioxanthene-1-carboxylic acid), S(=O)(Cl)Cl (thionyl chloride). Reagents/catalysts: C1(=CC=CC=C1)C (toluene). The solvent is CN(C)C=O (DMF). Reaction conditions: temperature 80 celsius, time 1 hour. The product is CC1=CC=C2SC=3C=CC=C(C3C(C2=C1)=O)C(=O)Cl (7-methyl-9-oxo-9H-thioxanthene-1-carbonyl chloride). RXN SMILES: [CH3:1][C:2]1[CH:15]=[C:14]2[C:5]([S:6][C:7]3[CH:8]=[CH:9][CH:10]=[C:11]([C:17]([OH:19])=O)[C:12]=3[C:13]2=[O:16])=[CH:4][CH:3]=1.S(Cl)([Cl:22])=O>C1(C)C=CC=CC=1.CN(C=O)C>[CH3:1][C:2]1[CH:15]=[C:14]2[C:5]([S:6][C:7]3[CH:8]=[CH:9][CH:10]=[C:11]([C:17]([Cl:22])=[O:19])[C:12]=3[C:13]2=[O:16])=[CH:4][CH:3]=1. Procedure details: 0.21 g (0.78 mmoles) of 7-methyl-9-oxo-9H-thioxanthene-1-carboxylic acid are suspended in 30 ml of toluene containing 2 drops of DMF and 0.35 g of thionyl chloride. After stirring for 1 hour at 80° C. the mass is cooled to room temperature obtaining a yellow solution of 7-methyl-9-oxo-9H-thioxanthene-1-carbonyl chloride. Reactants: N1=CC(=CC=C1)C=1C=CC2=C(CCCC(N2)=O)C1 (7-(3-pyridinyl)-1,3,4,5-tetrahydro-2H-1-benzazepin-2-one), COC1=CC=C(C=C1)P1(SP(S1)(C1=CC=C(C=C1)OC)=S)=S (2,4-bis(4-methoxyphenyl)-1,3,2,4-dithiadiphosphetane2,4-disulfide). Run in C1(=CC=CC=C1)C (toluene). The product is N1=CC(=CC=C1)C=1C=CC2=C(CCCC(N2)=S)C1 (7-(3-pyridinyl)-1,3,4,5-tetrahydro-2H-1-benzazepine-2-thione). RXN SMILES: [N:1]1[CH:6]=[CH:5][CH:4]=[C:3]([C:7]2[CH:8]=[CH:9][C:10]3[NH:16][C:15](=O)[CH2:14][CH2:13][CH2:12][C:11]=3[CH:18]=2)[CH:2]=1.COC1C=CC(P2(=S)SP(=S)(C3C=CC(OC)=CC=3)[S:28]2)=CC=1>C1(C)C=CC=CC=1>[N:1]1[CH:6]=[CH:5][CH:4]=[C:3]([C:7]2[CH:8]=[CH:9][C:10]3[NH:16][C:15](=[S:28])[CH2:14][CH2:13][CH2:12][C:11]=3[CH:18]=2)[CH:2]=1. Procedure: The title compound from Example 2 Step D (0.200 g, 0.839 mmol) and 2,4-bis(4-methoxyphenyl)-1,3,2,4-dithiadiphosphetane2,4-disulfide (0.255 g, 0.629 mmol) were suspended in toluene (1.7 mL) and then heated to reflux for several hours. The reaction solution was then cooled to room temperature and concentrated. Purification by flash chromatography on silica gel (0-10% methanol in ethyl acetate) provided the title compound: LCMS m/z 255.03 [M+H]+; 1H NMR (500 MHz, d6-DMSO) δ 8.81 (s, 1H), 8.48-8.47... Starting materials: ClC(C(=O)O)CC1=C(C=C(C(=C1)N1N=C(N(C1=O)C(F)F)C)Cl)Cl (2-chloro-3-[2,4-dichloro-5-(4-difluoromethyl-4,5-dihydro-3-methyl-5-oxo-1H-1,2,4-triazol-1-yl)phenyl]propionic acid), ClC(C(=O)O)CC1=C(C=C(C(=C1)N1N=C(N(C1=O)C(F)F)C)Cl)Cl (2-chloro-3-[2,4-dichloro-5-(4-difluoromethyl-4,5-dihydro-3-methyl-5-oxo-1H-1,2,4-triazol-1-yl)phenyl]propionic acid), ClC1=CC=C(N)C=C1 (4-chloroaniline), O.ON1N=NC2=C1C=CC=C2 (1-hydroxybenzotriazole hydrate), C(C)(C)N(C(C)C)CC (N,N-diisopropylethylamine), C1(CCCCC1)N=C=NC1CCCCC1 (1,3-dicyclohexylcarbodiimide). Procedure details: A stirred solution of 0.50 g (0.0013 mole) of 2-chloro-3-[2,4-dichloro-5-(4-difluoromethyl-4,5-dihydro-3-methyl-5-oxo-1H-1,2,4-triazol-1-yl)phenyl]propionic acid (Compound 2), 0.16 g (0.0013 mole) of 4-chloroaniline, 0.17 g (0.0013 mole) of 1-hydroxybenzotriazole hydrate, and 0.18 g (0.0014 mole) of N,N-diisopropylethylamine in approximately 15 mL of tetrahydrofuran was cooled to 0° C. To this cold reaction mixture was added 0.26 g (0.0013 mole) of 1,3-dicyclohexylcarbodiimide. After complete ad... Run in O1CCCC1 (tetrahydrofuran). Product: ClC1=CC=C(C=C1)NC(CC)=O (N-(4-chlorophenyl)propionamide), Compound 23. RXN SMILES: ClC(C[C:7]1[CH:12]=[C:11]([N:13]2[C:17](=[O:18])N(C(F)F)C(C)=N2)[C:10](Cl)=[CH:9][C:8]=1[Cl:24])C(O)=O.Cl[C:26]1C=CC(N)=C[CH:27]=1.O.ON1C2C=CC=CC=2N=N1.C(N(CC)C(C)C)(C)C.C1(N=C=NC2CCCCC2)CCCCC1>O1CCCC1>[Cl:24][C:8]1[CH:7]=[CH:12][C:11]([NH:13][C:17](=[O:18])[CH2:26][CH3:27])=[CH:10][CH:9]=1 |f:2.3|. Reaction conditions: time 18 hour. Starting materials: C(C1=CC=CC=C1)N (N-Benzylamine), C=1C=CC2=C(C1)N=NN2O (HOBT), FC1=C(C(=CC=C1)F)N1C(C=CC2=C1N=C(N=C2C=2C=C(C(=O)O)C=CC2C)SC)=O (3-[8-(2,6-difluorophenyl)-2-(methylthio)-7-oxo-7,8-dihydropyrido[2,3-d]pyrimidin-4-yl]-4-methylbenzoic acid), C(CCl)Cl (EDC). The solvent is C(Cl)Cl (CH2Cl2), CCOC(=O)C (EtOAc). Yields the product FC1=C(C(=CC=C1)F)N1C(C=CC2=C1N=C(N=C2C=2C=C(C(=O)NCC1=CC=CC=C1)C=CC2C)SC)=O (3-[8-(2,6-difluorophenyl)-2-(methylthio)-7-oxo-7,8-dihydropyrido[2,3-d]pyrimidin-4-yl]-4-methyl-N-(phenylmethyl)benzamide). RXN SMILES: [F:1][C:2]1[CH:7]=[CH:6][CH:5]=[C:4]([F:8])[C:3]=1[N:9]1[C:14]2[N:15]=[C:16]([S:29][CH3:30])[N:17]=[C:18]([C:19]3[CH:20]=[C:21]([CH:25]=[CH:26][C:27]=3[CH3:28])[C:22]([OH:24])=O)[C:13]=2[CH:12]=[CH:11][C:10]1=[O:31].[CH2:32]([NH2:39])[C:33]1[CH:38]=[CH:37][CH:36]=[CH:35][CH:34]=1.C(Cl)CCl.C1C=CC2N(O)N=NC=2C=1>C(Cl)Cl.CCOC(C)=O>[F:8][C:4]1[CH:5]=[CH:6][CH:7]=[C:2]([F:1])[C:3]=1[N:9]1[C:14]2[N:15]=[C:16]([S:29][CH3:30])[N:17]=[C:18]([C:19]3[CH:20]=[C:21]([CH:25]=[CH:26][C:27]=3[CH3:28])[C:22]([NH:39][CH2:32][C:33]3[CH:38]=[CH:37][CH:36]=[CH:35][CH:34]=3)=[O:24])[C:13]=2[CH:12]=[CH:11][C:10]1=[O:31]. Reported procedure: 3-[8-(2,6-difluorophenyl)-2-(methylthio)-7-oxo-7,8-dihydropyrido[2,3-d]pyrimidin-4-yl]-4-methylbenzoic acid (0.15 g, 0.342 mmol) was dissolved in CH2Cl2 (10 mL) and stirred under argon at room temperature. N-Benzylamine (0.11 g, 1.03 mmol) was added followed by EDC (0.082 g, 0.41 mmol) and HOBT (0.055 g, 0.41 mmol). The reaction was stirred overnight. The solvents were pumped off in vacuo, and the residue taken up in EtOAc and washed twice with H2O, once with brine, dried over anhydrous Na2SO4 f...